Dataset: the Open Reaction Database (ORD), a public repository of structured organic reaction records. Task: describe an organic reaction: reactants, conditions, products, and yield The reactants are Example 6 ( b ), C(Cl)(Cl)Cl.CO (chloroform methanol), COC=1C=C2C(N(C=NC2=CC1OC)CCCN(CC1=CC=CC=C1)CCC1=CC(=C(C=C1)OC)OC)=O (1-(6,7-dimethoxy-4-(3-H)-quinazolinone-3-yl)-3-[N-benzyl-(2-(3,4-dimethoxy-phenyl)-ethyl)-amino]-propane), [H][H] (hydrogen). Reagents/catalysts: [Pd] (palladium-on-charcoal). Product: Cl.COC=1C=C2C(N(C=NC2=CC1OC)CCCNCCC1=CC(=C(C=C1)OC)OC)=O (1-(6,7-Dimethoxy-4(3H)-quinazolinone-3-yl)-3-[N-(2-(3,4-dimethoxy-phenyl)-ethyl)-amino]-propane-hydrochloride). RXN SMILES: [CH3:1][O:2][C:3]1[CH:4]=[C:5]2[C:10](=[CH:11][C:12]=1[O:13][CH3:14])[N:9]=[CH:8][N:7]([CH2:15][CH2:16][CH2:17][N:18]([CH2:26][CH2:27][C:28]1[CH:33]=[CH:32][C:31]([O:34][CH3:35])=[C:30]([O:36][CH3:37])[CH:29]=1)CC1C=CC=CC=1)[C:6]2=[O:38].[H][H].C(Cl)(Cl)[Cl:42].CO>[Pd]>[ClH:42].[CH3:1][O:2][C:3]1[CH:4]=[C:5]2[C:10](=[CH:11][C:12]=1[O:13][CH3:14])[N:9]=[CH:8][N:7]([CH2:15][CH2:16][CH2:17][NH:18][CH2:26][CH2:27][C:28]1[CH:33]=[CH:32][C:31]([O:34][CH3:35])=[C:30]([O:36][CH3:37])[CH:29]=1)[C:6]2=[O:38] |f:2.3,5.6|. Reported procedure: 1-(6,7-Dimethoxy-4(3H)-quinazolinone-3-yl)-3-[N-(2-(3,4-dimethoxy-phenyl)-ethyl)-amino]-propane-hydrochloride was prepared analogous to Example 6 (b) by debenzylation of 1-(6,7-dimethoxy-4-(3-H)-quinazolinone-3-yl)-3-[N-benzyl-(2-(3,4-dimethoxy-phenyl)-ethyl)-amino]-propane in the presence of palladium-on-charcoal (10%) with hydrogen. Rf -value (chloroform/methanol = 9.1) : 0.45. M.p.: 192 -194° C. Starting materials: C(C)OC(=O)C1(CCN(CC1)S(=O)(=O)C1=C(C=CC=C1)Cl)CCOC (1-(2-chloro-benzenesulfonyl)-4-(2-methoxy-ethyl)-piperidine-4-carboxylic acid ethyl ester), [Cl-].C[Al+]C (dimethylaluminium chloride), COC=1C=C(C=CC1)CCN (2-(3-Methoxy-phenyl)-ethylamine). Solvent: C1(=CC=CC=C1)C (toluene). Yields the product ClC1=C(C=CC=C1)S(=O)(=O)N1CCC2(CCN(C2=O)CCC2=CC(=CC=C2)OC)CC1 (8-(2-Chloro-benzenesulfonyl)-2-[2-(3-methoxy-phenyl)-ethyl]-2,8-diaza-spiro[4.5]decan-1-one). RXN SMILES: C([O:3][C:4]([C:6]1([CH2:22][CH2:23]OC)[CH2:11][CH2:10][N:9]([S:12]([C:15]2[CH:20]=[CH:19][CH:18]=[CH:17][C:16]=2[Cl:21])(=[O:14])=[O:13])[CH2:8][CH2:7]1)=O)C.[Cl-].C[Al+]C.[CH3:30][O:31][C:32]1[CH:33]=[C:34]([CH2:38][CH2:39][NH2:40])[CH:35]=[CH:36][CH:37]=1>C1(C)C=CC=CC=1>[Cl:21][C:16]1[CH:17]=[CH:18][CH:19]=[CH:20][C:15]=1[S:12]([N:9]1[CH2:8][CH2:7][C:6]2([C:4](=[O:3])[N:40]([CH2:39][CH2:38][C:34]3[CH:35]=[CH:36][CH:37]=[C:32]([O:31][CH3:30])[CH:33]=3)[CH2:23][CH2:22]2)[CH2:11][CH2:10]1)(=[O:14])=[O:13] |f:1.2|. Reported procedure: This material was prepared in analogy to example 1 step D) from 1-(2-chloro-benzenesulfonyl)-4-(2-methoxy-ethyl)-piperidine-4-carboxylic acid ethyl ester, dimethylaluminium chloride in toluene and 2-(3-Methoxy-phenyl)-ethylamine. MS (ESI): 463.4 (MH+).